From a dataset of the Open Reaction Database (ORD), a public repository of structured organic reaction records. describe an organic reaction: reactants, conditions, products, and yield Starting materials: O=[N+]([O-])c1ccccc1F, [H-], [Na+], C1COCCO1, O, OC1CCSCC1. Yields the product O=[N+]([O-])c1ccccc1OC1CCSCC1. Reaction SMILES: [F:16][c:17]1[c:18]([N+:23](=[O:24])[O-:25])[cH:19][cH:20][cH:21][cH:22]1.[H-:7].[Na+:8].[O:1]1[CH2:2][CH2:3][O:4][CH2:5][CH2:6]1.[OH2:26].[OH:9][CH:10]1[CH2:11][CH2:12][S:13][CH2:14][CH2:15]1>>[O:9]([CH:10]1[CH2:11][CH2:12][S:13][CH2:14][CH2:15]1)[c:17]1[c:18]([N+:23](=[O:24])[O-:25])[cH:19][cH:20][cH:21][cH:22]1. Starting materials: NOCc1ccccc1, Cc1cccc2c1NC(=O)C2=O, CC(=O)[O-], CCO, Cl, [Na+], O. Product: Cc1cccc2c1NC(=O)C2=NOCc1ccccc1. Reaction SMILES: [CH2:14]([c:15]1[cH:16][cH:17][cH:18][cH:19][cH:20]1)[O:21][NH2:22].[CH3:1][c:2]1[cH:3][cH:4][cH:5][c:6]2[c:10]1[NH:9][C:8](=[O:11])[C:7]2=[O:12].[CH3:24][C:25](=[O:26])[O-:27].[CH3:28][CH2:29][OH:30].[ClH:13].[Na+:23].[OH2:31]>>[CH3:1][c:2]1[cH:3][cH:4][cH:5][c:6]2[c:10]1[NH:9][C:8](=[O:11])[C:7]2=[N:22][O:21][CH2:14][c:15]1[cH:16][cH:17][cH:18][cH:19][cH:20]1. Procedure details: In an alternative approach to the synthesis of pyridine-substituted pyridyl diazabicyclic compounds, 3,5-dibromopyridine can be converted into the corresponding 3-bromo-5-alkoxy- and 3-bromo-5-aryloxypyridines by the action of sodium alkoxides or sodium aryloxides. Procedures such as those described by Comins et al., J. Org. Chem. 55: 69 (1990) and Hertog et al., Recueil Trav. Chim. Pays-Bas 74: 1171 (1955) are used. This is exemplified by the preparation 2-(5-(4-methoxyphenoxy)-3-pyridyl)-2,5-d... Yields the product BrC=1C=NC=C(C1)OC1=CC=C(C=C1)OC (3-bromo-5-(4-methoxyphenoxy)pyridine). The reactants are sodium aryloxides, sodium alkoxides, pyridine-substituted pyridyl diazabicyclic compounds, BrC=1C=NC=C(C1)Br (3,5-dibromopyridine), BrC=1C=NC=C(C1)Br (3,5-dibromopyridine), COC1=CC=C([O-])C=C1.[Na+] (sodium 4-methoxyphenoxide), 3-bromo-5-alkoxy- and 3-bromo-5-aryloxypyridines, COC1=CC=C(OC=2C=C(C=NC2)N2C3CNC(C2)C3)C=C1 (2-(5-(4-methoxyphenoxy)-3-pyridyl)-2,5-diazabicyclo[2.2.1]heptane). RXN SMILES: Br[C:2]1[CH:3]=[N:4][CH:5]=[C:6]([Br:8])[CH:7]=1.[CH3:9][O:10][C:11]1[CH:30]=[CH:29][C:14]([O:15]C2C=C(N3CC4CC3CN4)C=NC=2)=[CH:13][CH:12]=1.COC1C=CC([O-])=CC=1.[Na+]>CN(C)C=O>[Br:8][C:6]1[CH:5]=[N:4][CH:3]=[C:2]([O:15][C:14]2[CH:29]=[CH:30][C:11]([O:10][CH3:9])=[CH:12][CH:13]=2)[CH:7]=1 |f:2.3|. Run in CN(C=O)C (N,N-dimethylformamide). Reactants: N#CC1(O)CCN(Cc2ccccc2)CC1, Cl, [Na+], [OH-], O, O=S(=O)(O)O. The product is NC(=O)C1(O)CCN(Cc2ccccc2)CC1. Reaction SMILES: [CH2:7]([c:8]1[cH:9][cH:10][cH:11][cH:12][cH:13]1)[N:14]1[CH2:15][CH2:16][C:17]([C:20]#[N:21])([OH:22])[CH2:18][CH2:19]1.[ClH:6].[Na+:24].[OH-:23].[OH2:25].[S:1](=[O:2])(=[O:3])([OH:4])[OH:5]>>[CH2:7]([c:8]1[cH:9][cH:10][cH:11][cH:12][cH:13]1)[N:14]1[CH2:15][CH2:16][C:17]([C:20]([NH2:21])=[O:23])([OH:22])[CH2:18][CH2:19]1.